This data is from the Open Reaction Database (ORD), a public repository of structured organic reaction records. The task is: describe an organic reaction: reactants, conditions, products, and yield Starting materials: O=C([O-])[O-], CCN(CC)CCCl, Cl, Cc1cccc2c3c(O)cccc3n(Cc3ccc(F)cc3)c12, [I-], [K+], [K+], [Na+], CN(C)C=O. Yields the product CCN(CC)CCOc1cccc2c1c1cccc(C)c1n2Cc1ccc(F)cc1. As a reaction SMILES: [C:33](=[O:34])([O-:35])[O-:36].[CH2:25]([CH3:26])[N:27]([CH2:28][CH2:29][Cl:30])[CH2:31][CH3:32].[ClH:24].[F:1][c:2]1[cH:3][cH:4][c:5]([CH2:6][n:7]2[c:8]3[c:9]([CH3:21])[cH:10][cH:11][cH:12][c:13]3[c:14]3[c:15]([OH:20])[cH:16][cH:17][cH:18][c:19]23)[cH:22][cH:23]1.[I-:40].[K+:37].[K+:38].[Na+:39].[O:41]=[CH:42][N:43]([CH3:44])[CH3:45]>>[F:1][c:2]1[cH:3][cH:4][c:5]([CH2:6][n:7]2[c:8]3[c:9]([CH3:21])[cH:10][cH:11][cH:12][c:13]3[c:14]3[c:15]([O:20][CH2:29][CH2:28][N:27]([CH2:25][CH3:26])[CH2:31][CH3:32])[cH:16][cH:17][cH:18][c:19]23)[cH:22][cH:23]1.